This data is from the Open Reaction Database (ORD), a public repository of structured organic reaction records. The task is: describe an organic reaction: reactants, conditions, products, and yield Solvent: C1CCOC1 (THF), C1CCOC1 (THF). The product is NC1(CC(CC1)C1=CC=C(C=C1)CCCCCCCC)CO ((1-amino-3-(4-octylphenyl)cyclopentyl)methanol). Run at temperature 0 celsius, time 1 hour. As a reaction SMILES: [NH2:1][C:2]1([C:21](O)=[O:22])[CH2:6][CH2:5][CH:4]([C:7]2[CH:12]=[CH:11][C:10]([CH2:13][CH2:14][CH2:15][CH2:16][CH2:17][CH2:18][CH2:19][CH3:20])=[CH:9][CH:8]=2)[CH2:3]1.[BH4-].[Na+].II>C1COCC1>[NH2:1][C:2]1([CH2:21][OH:22])[CH2:6][CH2:5][CH:4]([C:7]2[CH:8]=[CH:9][C:10]([CH2:13][CH2:14][CH2:15][CH2:16][CH2:17][CH2:18][CH2:19][CH3:20])=[CH:11][CH:12]=2)[CH2:3]1 |f:1.2|. Yield: 21.4%. Starting materials: NC1(CC(CC1)C1=CC=C(C=C1)CCCCCCCC)C(=O)O (1-amino-3-(4-octylphenyl)cyclopentanecarboxylic acid), [BH4-].[Na+] (sodium borohydride), II (I2). Procedure details: 63.4 mg (0.2 mmol) of 5 and 27 mg (0.6 mmol) sodium borohydride were dissolved in 3 mL of THF. After the solution was cooled to 0° C., 51 mg (0.2 mmol) I2 was dissolved in 1 mL THF and added dropwise. Then the vessel was fitted with a condenser and the reaction mixture was refluxed under N2 for 5 hrs. Excess NaBH4 was quenched with methanol. After removal of solvent, 2 mL water and 5 mL methylene chloride was added, the mixture was stirred for about 1 hr until the organic layer became clear. The... Reactants: CCOC(=O)C(Br)c1cccnc1, CN(C)C=O, [Na], Oc1cccnc1. Product: CCOC(=O)C(Oc1cccnc1)c1cccnc1. Reaction SMILES: [CH2:9]([CH3:10])[O:11][C:12]([CH:13]([c:14]1[cH:15][n:16][cH:17][cH:18][cH:19]1)[Br:20])=[O:21].[CH3:22][N:23]([CH3:24])[CH:25]=[O:26].[Na:1].[OH:2][c:3]1[cH:4][n:5][cH:6][cH:7][cH:8]1>>[O:2]([c:3]1[cH:4][n:5][cH:6][cH:7][cH:8]1)[CH:13]([C:12]([O:11][CH2:9][CH3:10])=[O:21])[c:14]1[cH:15][n:16][cH:17][cH:18][cH:19]1.